From a dataset of the Open Reaction Database (ORD), a public repository of structured organic reaction records. describe an organic reaction: reactants, conditions, products, and yield Starting materials: C=O, CC1(C)CN(CC2CCNCC2)c2cc([N+](=O)[O-])ccc21. The product is CN1CCC(CN2CC(C)(C)c3ccc([N+](=O)[O-])cc32)CC1. As a reaction SMILES: [CH2:22]=[O:23].[CH3:1][C:2]1([CH3:21])[CH2:3][N:4]([CH2:14][CH:15]2[CH2:16][CH2:17][NH:18][CH2:19][CH2:20]2)[c:5]2[cH:6][c:7]([N+:11](=[O:12])[O-:13])[cH:8][cH:9][c:10]21>>[CH3:1][C:2]1([CH3:21])[CH2:3][N:4]([CH2:14][CH:15]2[CH2:16][CH2:17][N:18]([CH3:22])[CH2:19][CH2:20]2)[c:5]2[cH:6][c:7]([N+:11](=[O:12])[O-:13])[cH:8][cH:9][c:10]21. Procedure details: A solution of (2S,3R)-tert-butyl 6-oxo-2,3-diphenylmorpholine-4-carboxylate (4.69 g, 13.27 mmol) and 2-(4-iodobutyl)-4,4,5,5-tetramethyl-1,3,2-dioxaborolane (d 1.38, 5.96 mL, 8.23 g, 26.5 mmol, 2 equiv) in THF (66 mL, 0.2 M) and HMPA (6.6 mL) was cooled to −78° C. and treated with sodium bis(trimethylsilyl)amide (14.6 mL, 1.0 M, 1.1 equiv) drop wise over 5 min and stirred for 1 h. After warming to room temperature and stirring for an additional 2 h, the solution was cooled to 0° C. and quenched ... The yield is 93.7%. Run at time 1 hour. Starting materials: O=C1O[C@H]([C@H](N(C1)C(=O)OC(C)(C)C)C1=CC=CC=C1)C1=CC=CC=C1 ((2S,3R)-tert-butyl 6-oxo-2,3-diphenylmorpholine-4-carboxylate), ICCCCB1OC(C(O1)(C)C)(C)C (2-(4-iodobutyl)-4,4,5,5-tetramethyl-1,3,2-dioxaborolane), C[Si](C)(C)[N-][Si](C)(C)C.[Na+] (sodium bis(trimethylsilyl)amide). As a reaction SMILES: [O:1]=[C:2]1[CH2:7][N:6]([C:8]([O:10][C:11]([CH3:14])([CH3:13])[CH3:12])=[O:9])[C@H:5]([C:15]2[CH:20]=[CH:19][CH:18]=[CH:17][CH:16]=2)[C@H:4]([C:21]2[CH:26]=[CH:25][CH:24]=[CH:23][CH:22]=2)[O:3]1.I[CH2:28][CH2:29][CH2:30][CH2:31][B:32]1[O:36][C:35]([CH3:38])([CH3:37])[C:34]([CH3:40])([CH3:39])[O:33]1.C[Si]([N-][Si](C)(C)C)(C)C.[Na+]>C1COCC1.CN(P(N(C)C)(N(C)C)=O)C>[O:1]=[C:2]1[O:3][C@@H:4]([C:21]2[CH:22]=[CH:23][CH:24]=[CH:25][CH:26]=2)[C@@H:5]([C:15]2[CH:16]=[CH:17][CH:18]=[CH:19][CH:20]=2)[N:6]([C:8]([O:10][C:11]([CH3:14])([CH3:13])[CH3:12])=[O:9])[C@@H:7]1[CH2:28][CH2:29][CH2:30][CH2:31][B:32]1[O:36][C:35]([CH3:38])([CH3:37])[C:34]([CH3:39])([CH3:40])[O:33]1 |f:2.3|. Yields the product O=C1[C@H](N([C@@H]([C@@H](O1)C1=CC=CC=C1)C1=CC=CC=C1)C(=O)OC(C)(C)C)CCCCB1OC(C(O1)(C)C)(C)C ((3R,5R,6S)-tert-butyl 2-oxo-5,6-diphenyl-3-(4-(4,4,5,5-tetramethyl-1,3,2-dioxaborolan-2-yl)butyl)morpholine-4-carboxylate). The solvent is C1CCOC1 (THF), CN(C)P(=O)(N(C)C)N(C)C (HMPA). Reactants: C(#N)C1=NC=C(C=N1)NC(=O)C1C(C2(C(N1)CC(C)(C)C)C(NC1=CC(=CC=C12)Cl)=O)C1=C(C(=CC=C1)Cl)F (rac-(2′S,3′R,4′S,5′R)-6-chloro-4′-(3-chloro-2-fluoro-phenyl)-2′-(2,2-dimethyl-propyl)-2-oxo-1,2-dihydro-spiro[indole-3,3′-pyrrolidine]-5′-carboxylic acid (2-cyano-pyrimidin-5-yl)-amide), OO (H2O2), [OH-].[Na+] (NaOH). The solvent is CS(=O)C (DMSO). Run at temperature 0 celsius, time 1 hour. Product: C(N)(=O)C1=NC=C(C=N1)NC(=O)C1C(C2(C(N1)CC(C)(C)C)C(NC1=CC(=CC=C12)Cl)=O)C1=C(C(=CC=C1)Cl)F (rac-(2′S,3′R,4′S,5′R)-6-chloro-4′-(3-chloro-2-fluoro-phenyl)-2′-(2,2-dimethyl-propyl)-2-oxo-1,2-dihydro-spiro[indole-3,3′-pyrrolidine]-5′-carboxylic acid (2-carbamoyl-pyrimidin-5-yl)-amide). Yield: 27.3%. Reaction SMILES: [C:1]([C:3]1[N:8]=[CH:7][C:6]([NH:9][C:10]([CH:12]2[NH:16][CH:15]([CH2:17][C:18]([CH3:21])([CH3:20])[CH3:19])[C:14]3([C:29]4[C:24](=[CH:25][C:26]([Cl:30])=[CH:27][CH:28]=4)[NH:23][C:22]3=[O:31])[CH:13]2[C:32]2[CH:37]=[CH:36][CH:35]=[C:34]([Cl:38])[C:33]=2[F:39])=[O:11])=[CH:5][N:4]=1)#[N:2].[OH:40]O.[OH-].[Na+]>CS(C)=O>[C:1]([C:3]1[N:8]=[CH:7][C:6]([NH:9][C:10]([CH:12]2[NH:16][CH:15]([CH2:17][C:18]([CH3:21])([CH3:20])[CH3:19])[C:14]3([C:29]4[C:24](=[CH:25][C:26]([Cl:30])=[CH:27][CH:28]=4)[NH:23][C:22]3=[O:31])[CH:13]2[C:32]2[CH:37]=[CH:36][CH:35]=[C:34]([Cl:38])[C:33]=2[F:39])=[O:11])=[CH:5][N:4]=1)(=[O:40])[NH2:2] |f:2.3|. Procedure details: To the solution of rac-(2′S,3′R,4′S,5′R)-6-chloro-4′-(3-chloro-2-fluoro-phenyl)-2′-(2,2-dimethyl-propyl)-2-oxo-1,2-dihydro-spiro[indole-3,3′-pyrrolidine]-5′-carboxylic acid (2-cyano-pyrimidin-5-yl)-amide (30 mg, 0.05 mmol) prepared in Example 184 in DMSO (0.2 mL) at 0° C. was added an aqueous solution (30% Aldrich) of H2O2 (0.09 g, 0.8 mmol), then aqueous solution (1N) of NaOH (0.3 mL, 0.3 mmol) was added dropwise. The reaction mixture was stirred at 0° C. for 1 h. The mixture was partitioned be... Reactants: O1[C@H]([C@H]2[C@@H]([C@H]1C(=O)c1cc(c(cc1)F)F)OC(O2)(C)C)n1cc(c2c1ncnc2Cl)F. The reagents and catalysts are c1ccc(cc1)-c2c3ccccc3cc4ccccc24 (9-Phenylanthracene), C1-358. Solvent: CO (MeOH). Conditions: temperature 40 celsius, time 18 hour. The product is CC1(C)O[C@@H]2[C@H](O[C@H]([C@@H]2O1)n3cc(F)c4c(Cl)ncnc34)[C@H](O)c5ccc(F)c(F)c5. As a reaction SMILES: [CH3:1][C:2]1([O:7][C@@H:6]2[C@@H:5]([C@@H:10]([C:11]([c:13]3[cH:20][c:18]([F:19])[c:16]([F:17])[cH:15][cH:14]3)=[O:12])[O:9][C@H:8]2[n:21]4[c:31]([c:25]5[c:23]([F:24])[cH:22]4)[n:30][cH:29][n:28][c:26]5[Cl:27])[O:4]1)[CH3:3]>>[CH3:1][C:2]1([O:7][C@H:6]([C@@H:5]2[O:4]1)[C@H:8]([n:21]3[c:31]([c:25]4[c:23]([F:24])[cH:22]3)[n:30][cH:29][n:28][c:26]4[Cl:27])[O:9][C@@H:10]2[C@@H:11]([c:13]5[cH:20][c:18]([F:19])[c:16]([F:17])[cH:15][cH:14]5)[OH:12])[CH3:3].